From a dataset of the Open Reaction Database (ORD), a public repository of structured organic reaction records. describe an organic reaction: reactants, conditions, products, and yield The reactants are Cl (HCl), ClC1=C(C=O)C=CC=C1 (o-chlorobenzaldehyde), N1C(=O)NC(=O)C1 (hydantoin), C(O)CN (Monoethanolamine). Run in O (water). Reaction conditions: time 4.25 hour. Product: ClC1=C(C=C2C(NC(N2)=O)=O)C=CC=C1 (5-(2'-Chlorobenzal) hydantoin). Reaction SMILES: [Cl:1][C:2]1[CH:9]=[CH:8][CH:7]=[CH:6][C:3]=1[CH:4]=O.[NH:10]1[CH2:16][C:14](=[O:15])[NH:13][C:11]1=[O:12].C(CN)O.Cl>O>[Cl:1][C:2]1[CH:9]=[CH:8][CH:7]=[CH:6][C:3]=1[CH:4]=[C:16]1[NH:10][C:11](=[O:12])[NH:13][C:14]1=[O:15]. Reported procedure: A mixture of o-chlorobenzaldehyde (2.50 g.) and hydantoin (1.78 g., 1 molar ratio) was treated with water (15 ml) and heated to 70°. Monoethanolamine (1.63 g., 1.5 molar ratio) was added and the mixture was stirred magnetically at 90°-92° (bath temperature) for 4.25 hours. The mixture was cooled in an ice-bath, acidified with concentrated HCl, refrigerated overnight, filtered, washed with water and dried at 55°/10 mm. The title compound was obtained as a pinkish solid (2.63 g.), m.p. 266°-270° d... Starting materials: C(C)OC(C(=O)N(CC1=CC=C(C=C1)C(F)(F)F)CC1=C(C=CC=C1)Br)=O (ethyl{(2-bromobenzyl)[4-(trifluoromethyl)benzyl]amino}(oxo)acetate), C#CCCCCCCCC (dec-1-yne). The product is C(#CCCCCCCCC)C1=C(CN(CC2=CC=C(C=C2)C(F)(F)F)C(C(=O)O)=O)C=CC=C1 ({(2-dec-1-ynylbenzyl)[4-(trifluoromethyl)benzyl]amino}(oxo)acetic acid). As a reaction SMILES: C([O:3][C:4](=[O:27])[C:5]([N:7]([CH2:19][C:20]1[CH:25]=[CH:24][CH:23]=[CH:22][C:21]=1Br)[CH2:8][C:9]1[CH:14]=[CH:13][C:12]([C:15]([F:18])([F:17])[F:16])=[CH:11][CH:10]=1)=[O:6])C.[CH:28]#[C:29][CH2:30][CH2:31][CH2:32][CH2:33][CH2:34][CH2:35][CH2:36][CH3:37]>>[C:28]([C:21]1[CH:22]=[CH:23][CH:24]=[CH:25][C:20]=1[CH2:19][N:7]([C:5](=[O:6])[C:4]([OH:3])=[O:27])[CH2:8][C:9]1[CH:10]=[CH:11][C:12]([C:15]([F:17])([F:18])[F:16])=[CH:13][CH:14]=1)#[C:29][CH2:30][CH2:31][CH2:32][CH2:33][CH2:34][CH2:35][CH2:36][CH3:37]. Procedure details: The same procedure as employed in the preparation of Example 226 (step c) but using ethyl{(2-bromobenzyl)[4-(trifluoromethyl)benzyl]amino}(oxo)acetate and dec-1-yne gave the title compound as a pale yellow oil. M−(LC/MS(ESI)): 472.0. HPLC (Condition A), Rt: 5.51 min (HPLC purity: 99.6%). Reactants: C#Cc1ccc2c(c1)C(C)(C)CCC2=O, CCOC(=O)Cc1ccc(I)cc1F, CCOC(C)=O, CCCCCC, [Cu]I, Cl[Pd]Cl, c1ccc(P(c2ccccc2)c2ccccc2)cc1, c1ccc(P(c2ccccc2)c2ccccc2)cc1. Product: CCOC(=O)Cc1ccc(C#Cc2ccc3c(c2)C(C)(C)CCC3=O)cc1F. As a reaction SMILES: [C:1](#[CH:2])[c:3]1[cH:4][c:5]2[c:10]([cH:11][cH:12]1)[C:9](=[O:13])[CH2:8][CH2:7][C:6]2([CH3:14])[CH3:15].[CH2:16]([CH3:17])[O:18][C:19]([CH2:20][c:21]1[c:22]([F:28])[cH:23][c:24]([I:27])[cH:25][cH:26]1)=[O:29].[CH3:30][CH2:31][O:32][C:33](=[O:34])[CH3:35].[CH3:36][CH2:37][CH2:38][CH2:39][CH2:40][CH3:41].[Cu:42][I:43].[Pd:44]([Cl:45])[Cl:46].[c:47]1([P:48]([c:49]2[cH:50][cH:51][cH:52][cH:53][cH:54]2)[c:55]2[cH:56][cH:57][cH:58][cH:59][cH:60]2)[cH:61][cH:62][cH:63][cH:64][cH:65]1.[c:66]1([P:67]([c:68]2[cH:69][cH:70][cH:71][cH:72][cH:73]2)[c:74]2[cH:75][cH:76][cH:77][cH:78][cH:79]2)[cH:80][cH:81][cH:82][cH:83][cH:84]1>>[C:1](#[C:2][c:24]1[cH:23][c:22]([F:28])[c:21]([CH2:20][C:19]([O:18][CH2:16][CH3:17])=[O:29])[cH:26][cH:25]1)[c:3]1[cH:4][c:5]2[c:10]([cH:11][cH:12]1)[C:9](=[O:13])[CH2:8][CH2:7][C:6]2([CH3:14])[CH3:15]. Starting materials: CC#CCO, [Cl-], CCC(Oc1cc(Cl)ncn1)C(C)(C)C, [H-], [NH4+], [Na+], C1CCOC1. Product: CC#CCOc1cc(OC(CC)C(C)(C)C)ncn1. Reaction SMILES: [CH2:3]([C:4]#[C:5][CH3:6])[OH:7].[Cl-:23].[Cl:8][c:9]1[n:10][cH:11][n:12][c:13]([O:15][CH:16]([C:17]([CH3:18])([CH3:19])[CH3:20])[CH2:21][CH3:22])[cH:14]1.[H-:1].[NH4+:24].[Na+:2].[O:25]1[CH2:26][CH2:27][CH2:28][CH2:29]1>>[CH2:3]([C:4]#[C:5][CH3:6])[O:7][c:9]1[n:10][cH:11][n:12][c:13]([O:15][CH:16]([C:17]([CH3:18])([CH3:19])[CH3:20])[CH2:21][CH3:22])[cH:14]1.